From a dataset of the Open Reaction Database (ORD), a public repository of structured organic reaction records. describe an organic reaction: reactants, conditions, products, and yield Starting materials: S=C=NCC1CCCCC1, Cl, Nc1cc(Cl)sc1S(N)(=O)=O. Product: Nc1cc(Cl)sc1S(=O)(=O)NC(=S)NCC1CCCCC1. Reaction SMILES: [CH:13]1([CH2:19][N:20]=[C:21]=[S:22])[CH2:14][CH2:15][CH2:16][CH2:17][CH2:18]1.[ClH:1].[NH2:2][c:3]1[c:4]([S:9](=[O:10])(=[O:11])[NH2:12])[s:5][c:6]([Cl:8])[cH:7]1>>[NH2:2][c:3]1[c:4]([S:9](=[O:10])(=[O:11])[NH:12][C:21]([NH:20][CH2:19][CH:13]2[CH2:14][CH2:15][CH2:16][CH2:17][CH2:18]2)=[S:22])[s:5][c:6]([Cl:8])[cH:7]1. Starting materials: C(C)(C)OC1=CC=C(OC=2SC(=CN2)C(=O)N)C=C1 (2-(4-isopropoxyphenoxy)-1,3-thiazole-5-carboxamide), ClC(=O)SCl (chlorocarbonylsulfenyl chloride). The solvent is C1(=CC=CC=C1)C (toluene). The product is C(C)(C)OC1=CC=C(OC=2SC(=CN2)C2=NSC(O2)=O)C=C1 (5-[2-(4-isopropoxyphenoxy)-1,3-thiazol-5-yl]-1,3,4-oxathiazol-2-one). The yield is 92.3%. As a reaction SMILES: [CH:1]([O:4][C:5]1[CH:19]=[CH:18][C:8]([O:9][C:10]2[S:11][C:12]([C:15]([NH2:17])=[O:16])=[CH:13][N:14]=2)=[CH:7][CH:6]=1)([CH3:3])[CH3:2].Cl[C:21]([S:23]Cl)=[O:22]>C1(C)C=CC=CC=1>[CH:1]([O:4][C:5]1[CH:19]=[CH:18][C:8]([O:9][C:10]2[S:11][C:12]([C:15]3[O:16][C:21](=[O:22])[S:23][N:17]=3)=[CH:13][N:14]=2)=[CH:7][CH:6]=1)([CH3:3])[CH3:2]. Reported procedure: A mixture of Example 100A (1.89 g, 0.0066 mol) and chlorocarbonylsulfenyl chloride (0.64 g, 0.01 mol) in toluene was heated at reflux for 6 hours. The solvent was removed and the residue was purified on silica gel (5˜30% ethyl acetate in hexane) to give 2.05 g of product as an off-white solid (92% yield). 1H NMR (300 MHz, CDCl3) δ ppm 1.36 (d, J=6.25 Hz, 6H) 4.46-4.63 (m, 1H) 6.89-6.98 (m, 2H) 7.14-7.24 (m, 2H) 7.80 (s, 1H). MS (ESI), M/Z: 369.0 (M+32)+. Starting materials: F[C@@H]1CNCC1 ((3S)-3-Fluoro-pyrrolidine), C(C)N1CCN(CC1)C(CC1CN[C@@H](C1)C(=O)N1CSCC1)=O ((5S)-1-(4-Ethyl-piperazin-1-yl)-2-[5-(thiazolidine-3-carbonyl)-pyrrolidin-3-yl]-ethanone), COC(C(=O)NCC1CNC(C1)C(=O)N1CSCC1)C1=CC=CC=C1 (2-Methoxy-2-phenyl-N-[5-(thiazolidine-3-carbonyl)-pyrrolidin-3-ylmethyl]-acetamide). The product is COC1=CC=C(C=C1)CCC(=O)NC[C@@H]1CN[C@@H](C1)C(=O)N1CSCC1 ((3S, 5S)-3-(4-Methoxy-phenyl)-N-[5-(thiazolidine-3-carbonyl)-pyrrolidin-3-ylmethyl]-propionamide). As a reaction SMILES: F[C@H:2]1CCNC1.C(N1CCN(C(=O)CC2C[C@@H]([C:22](N3CCSC3)=[O:23])NC2)CC1)C.CO[CH:32]([C:49]1[CH:54]=[CH:53][CH:52]=[CH:51][CH:50]=1)[C:33]([NH:35][CH2:36][CH:37]1[CH2:41][CH:40]([C:42]([N:44]2[CH2:48][CH2:47][S:46][CH2:45]2)=[O:43])[NH:39][CH2:38]1)=[O:34]>>[CH3:22][O:23][C:51]1[CH:52]=[CH:53][C:54]([CH2:49][CH2:32][C:33]([NH:35][CH2:36][C@H:37]2[CH2:41][C@@H:40]([C:42]([N:44]3[CH2:48][CH2:47][S:46][CH2:45]3)=[O:43])[NH:39][CH2:38]2)=[O:34])=[CH:2][CH:50]=1. Procedure details: (2′R, 3S, 5S)-2-Methoxy-2-phenyl-N-[5-(thiazolidine-3-carbonyl)-pyrrolidin-3-ylmethyl]-acetamide; Reactants: IC=1C=NNC1 (4-iodopyrazole), C(=O)([O-])[O-].[Cs+].[Cs+] (Cs2CO3), CN(C)C=O (DMF), COC(CCl)=O (chloroacetic acid methyl ester). The solvent is CCOC(=O)C (EtOAc). Reaction conditions: time 1 hour. Yields the product COC(CN1N=CC(=C1)I)=O ((4-Iodopyrazol-1-yl)-acetic acid methyl ester). RXN SMILES: [I:1][C:2]1[CH:3]=[N:4][NH:5][CH:6]=1.C([O-])([O-])=O.[Cs+].[Cs+].CN(C=O)C.[CH3:18][O:19][C:20](=[O:23])[CH2:21]Cl>CCOC(C)=O>[CH3:18][O:19][C:20](=[O:23])[CH2:21][N:4]1[CH:3]=[C:2]([I:1])[CH:6]=[N:5]1 |f:1.2.3|. Reported procedure: A mixture of 4-iodopyrazole (1.000 g, 5.155 mmol), Cs2CO3 (2.016 g, 6.186 mmol) and DMF (20 mL, 0.2 mol) was added chloroacetic acid methyl ester (0.5440 mL, 6.186 mol) at 0° C. The reaction was allowed to stir for 1 h at rt. The material was transferred to a separatory funnel, diluted with EtOAc, and washed with water several times to remove DMF. The organic layer was dry-loaded onto silica gel, and column chromatography was used to purify, eluting with 3:1 Hexanes/EtOAc, affording the title co...